Dataset: the Open Reaction Database (ORD), a public repository of structured organic reaction records. Task: describe an organic reaction: reactants, conditions, products, and yield The reactants are [S-]C#N.[Na+] (Sodium thiocyanate), ClC1=NC(=CC(=C1)C(=O)Cl)C (2-chloro-6-methyl-4-pyridinecarbonyl chloride), COC=1C=C(C=C(C1)C(F)(F)F)N (3-methoxy-5-trifluoromethyl benzenamine). The solvent is C(Cl)Cl (CH2Cl2), CC(=O)C (acetone). Reaction conditions: time 1 hour. Yields the product ClC1=NC(=CC(=C1)C(=O)NC(=S)NC1=CC(=CC(=C1)C(F)(F)F)OC)C (1-(2-Chloro-6-methyl-pyridine-4-carbonyl)-3-(3-methoxy-5-trifluoromethyl-phenyl)-thiourea). Reaction SMILES: [S-:1][C:2]#[N:3].[Na+].[Cl:5][C:6]1[CH:11]=[C:10]([C:12](Cl)=[O:13])[CH:9]=[C:8]([CH3:15])[N:7]=1.[CH3:16][O:17][C:18]1[CH:19]=[C:20]([NH2:28])[CH:21]=[C:22]([C:24]([F:27])([F:26])[F:25])[CH:23]=1>CC(C)=O.C(Cl)Cl>[Cl:5][C:6]1[CH:11]=[C:10]([C:12]([NH:3][C:2]([NH:28][C:20]2[CH:21]=[C:22]([C:24]([F:26])([F:27])[F:25])[CH:23]=[C:18]([O:17][CH3:16])[CH:19]=2)=[S:1])=[O:13])[CH:9]=[C:8]([CH3:15])[N:7]=1 |f:0.1|. Procedure details: Sodium thiocyanate (6.998 g, 0.08632 mol) was added to a solution of 2-chloro-6-methyl-4-pyridinecarbonyl chloride (14.912 g, 0.078472 mol) in acetone (2 l). The resulting mixture was stirred for 1 hour at room temperature (formation of a brown precipitate). Subsequently, 3-methoxy-5-trifluoromethyl benzenamine (15 g, 0.078472 mol) was added dropwise and the reaction mixture was stirred for 2 hours at room temperature (brown precipitate). The mixture was dissolved in CH2Cl2 (1.5 l) and was then ... Reactants: BrC1=C(C=CC=C1)CC#N ((2-bromophenyl)-acetonitrile), C1(=CC=CC=C1)P(C1=CC=CC=C1)C1=CC=CC=C1 (triphenyl phosphine), ClC1=C(C=CC=C1)B(O)O (2-chloro phenyl boronic acid), C(=O)([O-])[O-].[Na+].[Na+] (Na2CO3). The reagents and catalysts are CC(=O)[O-].CC(=O)[O-].[Pd+2] (Pd(OAc)2). Solvent: C1(=CC=CC=C1)C (toluene), C(C)O (ethanol). Run at time 30 minute. Product: ClC1=C(C=CC=C1)C1=C(C=CC=C1)CC#N ((2′-chloro-biphenyl-2-yl)-acetonitrile). Isolated yield 84.4%. RXN SMILES: Br[C:2]1[CH:7]=[CH:6][CH:5]=[CH:4][C:3]=1[CH2:8][C:9]#[N:10].[Cl:11][C:12]1[CH:17]=[CH:16][CH:15]=[CH:14][C:13]=1B(O)O.C([O-])([O-])=O.[Na+].[Na+].C1(P(C2C=CC=CC=2)C2C=CC=CC=2)C=CC=CC=1>C1(C)C=CC=CC=1.C(O)C.CC([O-])=O.CC([O-])=O.[Pd+2]>[Cl:11][C:12]1[CH:17]=[CH:16][CH:15]=[CH:14][C:13]=1[C:2]1[CH:7]=[CH:6][CH:5]=[CH:4][C:3]=1[CH2:8][C:9]#[N:10] |f:2.3.4,8.9.10|. Procedure details: To a stirred solution of (2-bromophenyl)-acetonitrile (13) (5 g, 25.51 mmol) in a mixture of toluene and ethanol (1:1, 150 mL) was added 2-chloro phenyl boronic acid (14) (6 g, 38.2 mmol) and Na2CO3 (8.1 g, 76.53 mmol) at room temperature. Purging was conducting for 30 min with nitrogen. Then triphenyl phosphine (2.6 g, 10.2 mmol) was added followed by Pd(OAc)2 (0.287 g, 1.27 mmol) and further degassing was conducted for another 10 min. The reaction mixture was heated to reflux for 10 h. After c...